Dataset: the Open Reaction Database (ORD), a public repository of structured organic reaction records. Task: describe an organic reaction: reactants, conditions, products, and yield Starting materials: NC1=CC=CC=C1 (aniline), N#CN (cyanamide), Cl (HCl). The solvent is O1CCOCC1 (1,4-dioxane). Reaction conditions: temperature 60 celsius. Product: C1(=CC=CC=C1)NC(=N)N (N-phenyl-guanidine). As a reaction SMILES: [NH2:1][C:2]1[CH:7]=[CH:6][CH:5]=[CH:4][CH:3]=1.[N:8]#[C:9][NH2:10].Cl>O1CCOCC1>[C:2]1([NH:1][C:9]([NH2:10])=[NH:8])[CH:7]=[CH:6][CH:5]=[CH:4][CH:3]=1. Reported procedure: A mixture of aniline (11 mmol), cyanamide (420 mg, 10 mmol), and HCl (3 mL of 4N in dioxane, 12 mmol) in 1,4-dioxane (10 mL) was heated in a sealed tube at 60° C. overnight. The reaction was concentrated in vacuo and the residue partitioned between NaOH (2N) and dichloromethane. The organic layer was dried over Na2SO4 and concentrated in vacuo to afford N-phenyl-guanidine.